The task is: describe an organic reaction: reactants, conditions, products, and yield. This data is from the Open Reaction Database (ORD), a public repository of structured organic reaction records. Reactants: ClC1=NC2=CC=C(C=C2C=C1)C(=O)OC (methyl 2-chloroquinoline-6-carboxylate), C1CCOC1 (THF), product. Product: O=C1NC2C=CC(=CC2C=C1)C(=O)O (2-Oxo-1,2,4a,8a-tetrahydroquinoline-6-carboxylic acid). RXN SMILES: Cl[C:2]1[CH:11]=[CH:10][C:9]2[C:4](=[CH:5][CH:6]=[C:7]([C:12]([O:14]C)=[O:13])[CH:8]=2)[N:3]=1.C1C[O:19]CC1>>[O:19]=[C:2]1[CH:11]=[CH:10][CH:9]2[CH:4]([CH:5]=[CH:6][C:7]([C:12]([OH:14])=[O:13])=[CH:8]2)[NH:3]1. Procedure: A solution of methyl 2-chloroquinoline-6-carboxylate (60 mg, 0.271 mmol) in THF/5 N aqueous HCl (1:1, 2 mL) was heated to 60° C. in a heating block. LCMS shows major product 86% peak area corresponding to title compound with hydrolysis of methyl ester (m/z=189.9). The reaction was concentrated and used in the subsequent amide coupling steps without further purification. Starting materials: ClC1=C2C(CC(=NC2=CC(=C1)Cl)C(=O)O)=O (5,7-dichloro-quinolin-4-one-2-carboxylic acid), C(C)#N (acetonitrile), ethyl ester, C1(=CC=CC=C1)S(=O)(=O)N=C=O (benzenesulfonyl isocyanate). Conditions: time 16 hour. Product: ClC1=C2C(C=C(NC2=CC(=C1)Cl)C(=O)OCC)=NS(=O)(=O)C1=CC=CC=C1 (5,7-Dichloro-4-[benzenesulfonylimino]-1,4-dihydroquinoline-2-carboxylic acid, ethyl ester). Reaction SMILES: [Cl:1][C:2]1[CH:11]=[C:10]([Cl:12])[CH:9]=[C:8]2[C:3]=1[C:4](=O)[CH2:5][C:6]([C:13]([OH:15])=[O:14])=[N:7]2.[C:17]1([S:23]([N:26]=C=O)(=[O:25])=[O:24])[CH:22]=[CH:21][CH:20]=[CH:19][CH:18]=1.[C:29](#N)[CH3:30]>>[Cl:1][C:2]1[CH:11]=[C:10]([Cl:12])[CH:9]=[C:8]2[C:3]=1[C:4](=[N:26][S:23]([C:17]1[CH:22]=[CH:21][CH:20]=[CH:19][CH:18]=1)(=[O:25])=[O:24])[CH:5]=[C:6]([C:13]([O:15][CH2:29][CH3:30])=[O:14])[NH:7]2. Reported procedure: Combine 5,7-dichloro-quinolin-4-one-2-carboxylic acid, ethyl ester (0.59 g, 2.1 mmol) and benzenesulfonyl isocyanate (0.56 mL, 4.2 mmol) in acetonitrile (10 mL). Heat to reflux under an inert atmosphere. After 16 hours, quench with methanol (5 mL). Evaporate in vacuo. Chromatograph on silica gel eluting with 2% acetone/dichloromethane. Recrystallize from acetonitrile to give the title compound as a solid: TLC Rf =0.31 (silica gel, 2% acetone/dichloromethane); mp; 184°-185° C. Elem. Anal. calcula... Reactants: CC(=O)CC(=O)NC(CC(=O)O)C(=O)O, CC(=O)[O-], CC(=O)[O-], CC(=O)OC(C)=O, CCOC(C)=O, [Mg+2]. Product: CC(=O)CC(=O)NC1CC(=O)OC1=O. Reaction SMILES: [C:1]([CH2:2][C:3](=[O:4])[CH3:5])(=[O:6])[NH:7][CH:8]([CH2:9][C:10](=[O:11])[OH:12])[C:13](=[O:14])[OH:15].[CH3:17][C:18](=[O:19])[O-:20].[CH3:21][C:22](=[O:23])[O-:24].[CH3:25][C:26]([O:27][C:28](=[O:29])[CH3:30])=[O:31].[CH3:32][CH2:33][O:34][C:35](=[O:36])[CH3:37].[Mg+2:16]>>[C:1]([CH2:2][C:3](=[O:4])[CH3:5])(=[O:6])[NH:7][CH:8]1[CH2:9][C:10](=[O:12])[O:15][C:13]1=[O:14]. The reactants are ClC1=CC=C(C=C1)C(=O)C=O (p-chlorophenylglyoxal), C(C)(=O)O (acetic acid), Cl.NC1=NN=C(N1N)C (3,4-diamino-5-methyl-4H-1,2,4-triazole hydrochloride), [OH-].[Na+] (sodium hydroxide). Run in O (Water). Yields the product ClC1=CC=C(C=C1)C1=NC=2N(N=C1)C(=NN2)C (7-(p-Chlorophenyl)-3-methyl-1,2,4-triazolo[4,3-b]-1,2,4-triazine). As a reaction SMILES: [Cl:1][C:2]1[CH:7]=[CH:6][C:5]([C:8]([CH:10]=O)=O)=[CH:4][CH:3]=1.Cl.[NH2:13][C:14]1[N:18]([NH2:19])[C:17]([CH3:20])=[N:16][N:15]=1.[OH-].[Na+].C(O)(=O)C>O>[Cl:1][C:2]1[CH:7]=[CH:6][C:5]([C:8]2[CH:10]=[N:19][N:18]3[C:17]([CH3:20])=[N:16][N:15]=[C:14]3[N:13]=2)=[CH:4][CH:3]=1 |f:1.2,3.4|. Procedure: A solution of 7.8 g. of p-chlorophenylglyoxal, 6.3 g. of 3,4-diamino-5-methyl-4H-1,2,4-triazole hydrochloride and 1.7 g. of sodium hydroxide in 90 ml. of 67% acetic acid is heated on a steam bath for 1/2 hour. Water is added and heating is continued until yellow crystals separate. These crystals are collected by filtration and washed with hot ethanol, giving the desired product as a yellow solid, m.p. 240° C. (dec.). The reactants are C1(=CC=CC=C1)N1NC(=CC1=O)C(=O)O (1-phenyl-3-carboxy-5-pyrazolone), C(CCC)OC(=O)N1CCN(CC1)C(CN)=O (4-(2-Amino-acetyl)-piperazine-1-carboxylic acid butyl ester), C(CCl)Cl (EDC). Solvent: CN(C)C=O (DMF), CCN(C(C)C)C(C)C (DIPEA), C(C)(=O)OCC (ethyl acetate). Conditions: time 12 hour. Product: C(CCC)OC(=O)N1CCN(CC1)C(CNC(=O)C1=NN(C(=C1)O)C1=CC=CC=C1)=O (4-{2-[(5-Hydroxy-1-phenyl-1H-pyrazole-3-carbonyl)-amino]-acetyl}-piperazine-1-carboxylic acid butyl ester). RXN SMILES: [C:1]1([N:7]2[C:11](=[O:12])[CH:10]=[C:9]([C:13]([OH:15])=O)[NH:8]2)[CH:6]=[CH:5][CH:4]=[CH:3][CH:2]=1.[CH2:16]([O:20][C:21]([N:23]1[CH2:28][CH2:27][N:26]([C:29](=[O:32])[CH2:30][NH2:31])[CH2:25][CH2:24]1)=[O:22])[CH2:17][CH2:18][CH3:19].C(Cl)CCl>CN(C=O)C.CCN(C(C)C)C(C)C.C(OCC)(=O)C>[CH2:16]([O:20][C:21]([N:23]1[CH2:24][CH2:25][N:26]([C:29](=[O:32])[CH2:30][NH:31][C:13]([C:9]2[CH:10]=[C:11]([OH:12])[N:7]([C:1]3[CH:2]=[CH:3][CH:4]=[CH:5][CH:6]=3)[N:8]=2)=[O:15])[CH2:27][CH2:28]1)=[O:22])[CH2:17][CH2:18][CH3:19]. Procedure: To a solution of 2.77 g of 1-phenyl-3-carboxy-5-pyrazolone and 3.3 g 4-(2-Amino-acetyl)-piperazine-1-carboxylic acid butyl ester in 70 ml DMF 2.7 g HOBT, 5.6 ml DIPEA and 3.4 g EDC were added and the reaction mixture was stirred for 12 h at RT. Then the reaction mixture was diluted with ethyl acetate and subsequently extracted with aqueous LiCl (4% w/w), 0.1 M HCl and aqueous NaHCO3. The organic layer was dried over MgSO4 and the solvent was removed under reduced pressure. The crude product thus...